This data is from the Open Reaction Database (ORD), a public repository of structured organic reaction records. The task is: describe an organic reaction: reactants, conditions, products, and yield Starting materials: C(Cl)(Cl)Cl (chloroform), C(C)(=O)NC=1SC2=C(N1)C=CC=C2 (2-Acetylaminobenzothiazole), C(C#C)Br (2-propynyl bromide), [H-].[Na+] (sodium hydride). Solvent: CN(C=O)C (dimethylformamide). Run at temperature 50 celsius. Yields the product C(C)(=O)N(C#CC)C=1SC2=C(N1)C=CC=C2 (2-(N-acetyl-N-propynylamino)benzothiazole). The yield is 62.0%. RXN SMILES: [C:1]([NH:4][C:5]1[S:6][C:7]2[CH:13]=[CH:12][CH:11]=[CH:10][C:8]=2[N:9]=1)(=[O:3])[CH3:2].[H-].[Na+].[CH2:16](Br)[C:17]#[CH:18].C(Cl)(Cl)Cl>CN(C)C=O>[C:1]([N:4]([C:5]1[S:6][C:7]2[CH:13]=[CH:12][CH:11]=[CH:10][C:8]=2[N:9]=1)[C:16]#[C:17][CH3:18])(=[O:3])[CH3:2] |f:1.2|. Procedure: 2-Acetylaminobenzothiazole (e) (6.0 g) was dissolved in dimethylformamide (50 ml) and 50% sodium hydride (1.648 g) was added thereto in small portions with stirring under ice-cooling. The mixture was heated at 50° C. for 1 hour, then cooled to room temperature and 2-propynyl bromide (3.0 ml) was added thereto. The mixture was heated at 60° C. for 4 hours and evaporated to remove the solvent. After addition of water, the residue was extracted with benzene. The extract was washed with water, and e... The reactants are C(C1=CC=CC=C1)[C@@H]1N(C(OC1)=O)C([C@H](CC1=C(C=C(C=C1)OCCC=1N=C(OC1C)C1=CC=CC=C1)O[Si](C(C(C)C)(C)C)(C)C)OC)=O ((S)-4-benzyl-3-(3-{2-[dimethyl-(1,1,2-trimethyl-propyl)-silanyloxy]-4-[2-(5-methyl-2-phenyl-oxazol-4-yl)-ethoxy]-phenyl}-2-(2S)-methoxy-propionyl)-oxazolidin-2-one), [NH4+].[F-] (NH4F). Run in CCOC(=O)C (AcOEt), CO (methanol). Conditions: time 2 hour. Yields the product C(C1=CC=CC=C1)[C@@H]1N(C(OC1)=O)C([C@H](CC1=C(C=C(C=C1)OCCC=1N=C(OC1C)C1=CC=CC=C1)O)OC)=O ((S)-4-Benzyl-3-(3-{2-hydroxy-4-[2-(5-methyl-2-phenyl-oxazol-4-yl)-ethoxy]-phenyl}-(2S)-2-methoxy-propionyl)-oxazolidin-2-one). Reaction SMILES: [CH2:1]([C@H:8]1[CH2:12][O:11][C:10](=[O:13])[N:9]1[C:14](=[O:50])[C@@H:15]([O:48][CH3:49])[CH2:16][C:17]1[CH:22]=[CH:21][C:20]([O:23][CH2:24][CH2:25][C:26]2[N:27]=[C:28]([C:32]3[CH:37]=[CH:36][CH:35]=[CH:34][CH:33]=3)[O:29][C:30]=2[CH3:31])=[CH:19][C:18]=1[O:38][Si](C)(C)C(C)(C)C(C)C)[C:2]1[CH:7]=[CH:6][CH:5]=[CH:4][CH:3]=1.[NH4+].[F-]>CO.CCOC(C)=O>[CH2:1]([C@H:8]1[CH2:12][O:11][C:10](=[O:13])[N:9]1[C:14](=[O:50])[C@@H:15]([O:48][CH3:49])[CH2:16][C:17]1[CH:22]=[CH:21][C:20]([O:23][CH2:24][CH2:25][C:26]2[N:27]=[C:28]([C:32]3[CH:33]=[CH:34][CH:35]=[CH:36][CH:37]=3)[O:29][C:30]=2[CH3:31])=[CH:19][C:18]=1[OH:38])[C:2]1[CH:3]=[CH:4][CH:5]=[CH:6][CH:7]=1 |f:1.2|. Procedure: To a solution of (S)-4-benzyl-3-(3-{2-[dimethyl-(1,1,2-trimethyl-propyl)-silanyloxy]-4-[2-(5-methyl-2-phenyl-oxazol-4-yl)-ethoxy]-phenyl}-2-(2S)-methoxy-propionyl)-oxazolidin-2-one (1.6 g, 2.29 mmol) in 10 ml methanol, was added NH4F (169 mg, 4.58 mmol) and the reaction mixture kept at r.t. for 2 hours. It was then diluted with AcOEt, washed with water/ice and brine, the aqueous layer was extracted with AcOEt, the combined organic layers dried over Na2SO4 and evaporated. The crude product (1.22 ... The reactants are C(#N)CCOC(=O)CNNC1=CC(=C(C(=O)OC)C=C1)S(=O)(=O)NC(=O)NC1=NC(=CC(=N1)OC)OC (methyl 4-(cyanoethoxycarbonylmethylhydrazino)-2-[3-(4,6-dimethoxypyrimidin-2-yl)ureidosulfonyl]benzoate), [Na] (sodium). Solvent: O (water). Product: C(#N)CCOC(=O)C=NNC1=CC(=C(C(=O)OC)C=C1)S(=O)(=O)NC(=O)NC1=NC(=CC(=N1)OC)OC (Methyl 4(cyanoethoxycarbonylmethylidenehydrazino)2-[3-(4,6-dimethoxypyrimidin-2-yl)ureidosulfonyl]benzoate). RXN SMILES: [C:1]([CH2:3][CH2:4][O:5][C:6]([CH2:8][NH:9][NH:10][C:11]1[CH:20]=[CH:19][C:14]([C:15]([O:17][CH3:18])=[O:16])=[C:13]([S:21]([NH:24][C:25]([NH:27][C:28]2[N:33]=[C:32]([O:34][CH3:35])[CH:31]=[C:30]([O:36][CH3:37])[N:29]=2)=[O:26])(=[O:23])=[O:22])[CH:12]=1)=[O:7])#[N:2].[Na]>O>[C:1]([CH2:3][CH2:4][O:5][C:6]([CH:8]=[N:9][NH:10][C:11]1[CH:20]=[CH:19][C:14]([C:15]([O:17][CH3:18])=[O:16])=[C:13]([S:21]([NH:24][C:25]([NH:27][C:28]2[N:33]=[C:32]([O:34][CH3:35])[CH:31]=[C:30]([O:36][CH3:37])[N:29]=2)=[O:26])(=[O:23])=[O:22])[CH:12]=1)=[O:7])#[N:2] |^1:37|. Procedure: 0.7 g (1.25 mmol) of methyl 4-(cyanoethoxycarbonylmethylhydrazino)-2-[3-(4,6-dimethoxypyrimidin-2-yl)ureidosulfonyl]benzoate, sodium salt, are dissolved in 15 ml of water. The few undissolved components are filtered off and the filtrate is acidified to pH 1 using 2N hydrochloric acid. The precipitated solid is filtered off with suction, washed with water and dried. This gives 0.5 g (75% of theory) of methyl 4-(cyanoethoxycarbonyl-methyldenhydrazino)-2-[3-(4,6-dimethoxypyrimidin-2-yl) ureidosulfo... Starting materials: BrC1=NN(C2=CC=C(C=C12)Cl)C (3-bromo-5-chloro-1-methyl-1H-indazole), N1=CC=C(C=C1)B(O)O (pyridine-4-boronic acid), C(Cl)Cl (DCM), N1=CC=C(C=C1)B(O)O (pyridine-4-boronic acid), [O-]P(=O)([O-])[O-].[K+].[K+].[K+] (K3PO4), C(Cl)Cl (DCM). The reagents and catalysts are C1=CC=C(C=C1)P([C-]2C=CC=C2)C3=CC=CC=C3.C1=CC=C(C=C1)P([C-]2C=CC=C2)C3=CC=CC=C3.Cl[Pd]Cl.[Fe+2] (PdCl2(dppf)). Conditions: temperature 90 celsius, time 14 hour. Product: ClC=1C=C2C(=NN(C2=CC1)C)C1=CC=NC=C1 (5-chloro-1-methyl-3-(pyridin-4-yl)-1H-indazole). As a reaction SMILES: Br[C:2]1[C:10]2[C:5](=[CH:6][CH:7]=[C:8]([Cl:11])[CH:9]=2)[N:4]([CH3:12])[N:3]=1.[N:13]1[CH:18]=[CH:17][C:16](B(O)O)=[CH:15][CH:14]=1.C(Cl)Cl.[O-]P([O-])([O-])=O.[K+].[K+].[K+]>C1C=CC(P(C2C=CC=CC=2)[C-]2C=CC=C2)=CC=1.C1C=CC(P(C2C=CC=CC=2)[C-]2C=CC=C2)=CC=1.Cl[Pd]Cl.[Fe+2]>[Cl:11][C:8]1[CH:9]=[C:10]2[C:5](=[CH:6][CH:7]=1)[N:4]([CH3:12])[N:3]=[C:2]2[C:16]1[CH:17]=[CH:18][N:13]=[CH:14][CH:15]=1 |f:3.4.5.6,7.8.9.10|. Procedure details: To a pressure flask was added 3-bromo-5-chloro-1-methyl-1H-indazole (0.737 g, 3 mmol), pyridine-4-boronic acid (0.996 g, 8.1 mmol), PdCl2(dppf).DCM (0.490 g, 0.6 mmol), and K3PO4 (3.184 g, 15 mmol). The flask was flushed with argon for 5 minutes, then dry DME (15 mL) was added and the flask sealed under argon. The reaction was then heated to 90° C. for 4 hours. Additional PdCl2(dppf).DCM (0.245 g, 0.3 mmol) and pyridine-4-boronic acid (0.370 g, 3 mmol) were added, and heating was continued for a...